This data is from the Open Reaction Database (ORD), a public repository of structured organic reaction records. The task is: describe an organic reaction: reactants, conditions, products, and yield Reaction SMILES: [Br:1][C:2]1[C:11]2[C:6](=[CH:7][C:8]([CH2:12]Br)=[CH:9][CH:10]=2)[CH:5]=[CH:4][C:3]=1[I:14].[CH2:15]([O:17][P:18]([O:22]CC)[O:19][CH2:20][CH3:21])[CH3:16]>>[Br:1][C:2]1[C:3]([I:14])=[CH:4][CH:5]=[C:6]2[C:11]=1[CH:10]=[CH:9][C:8]([CH2:12][P:18](=[O:22])([O:19][CH2:20][CH3:21])[O:17][CH2:15][CH3:16])=[CH:7]2. Starting materials: BrC1=C(C=CC2=CC(=CC=C12)CBr)I (1-bromo-6-(bromomethyl)-2-iodonaphthalene), C(C)OP(OCC)OCC (triethylphosphite). Reported procedure: To 1-bromo-6-(bromomethyl)-2-iodonaphthalene (270 mg) from step 4 was added triethylphosphite (4 mL). The reaction mixture was heated at reflux for 1 hour followed by removal of excess triethylphosphite under high vacuum distillation yielding the titled product. Yields the product BrC1=C2C=CC(=CC2=CC=C1I)CP(OCC)(OCC)=O (Diethyl (5-bromo-6-iodo-2-naphthyl)methylphosphonate). Starting materials: O=C([O-])O, O=C(Cl)OCc1ccccc1, Nc1ccc(O)cc1F, [Na+], C1CCOC1, O. Product: O=C(Nc1ccc(O)cc1F)OCc1ccccc1. RXN SMILES: [C:10](=[O:11])([O-:12])[OH:13].[Cl:15][C:16](=[O:17])[O:18][CH2:19][c:20]1[cH:21][cH:22][cH:23][cH:24][cH:25]1.[NH2:1][c:2]1[c:3]([F:9])[cH:4][c:5]([OH:8])[cH:6][cH:7]1.[Na+:14].[O:27]1[CH2:28][CH2:29][CH2:30][CH2:31]1.[OH2:26]>>[NH:1]([c:2]1[c:3]([F:9])[cH:4][c:5]([OH:8])[cH:6][cH:7]1)[C:16](=[O:17])[O:18][CH2:19][c:20]1[cH:21][cH:22][cH:23][cH:24][cH:25]1.